The task is: describe an organic reaction: reactants, conditions, products, and yield. This data is from the Open Reaction Database (ORD), a public repository of structured organic reaction records. The reactants are IC=1C(NC(N([C@H]2C[C@H](O)[C@@H](CO)O2)C1)=O)=O (5-iodo-2'deoxyuridine), C#CCCC (1-pentyne), CO (MeOH), alkynyl substituted nucleosides, C([O-])(O)=O (bicarbonate). The reagents and catalysts are [Pd].C1(=CC=CC=C1)P(C1=CC=CC=C1)C1=CC=CC=C1.C1(=CC=CC=C1)P(C1=CC=CC=C1)C1=CC=CC=C1.C1(=CC=CC=C1)P(C1=CC=CC=C1)C1=CC=CC=C1.C1(=CC=CC=C1)P(C1=CC=CC=C1)C1=CC=CC=C1 (tetrakis (triphenylphosphine) palladium (0)), [Cu]I (copper (I) iodide). The solvent is C(Cl)Cl (CH2Cl2). Run at time 26 hour. The product is C(#CCCC)C=1C(NC(N([C@H]2C[C@H](O)[C@@H](CO)O2)C1)=O)=O (5-(1-Pentynyl)-2'-deoxyuridine). Isolated yield 81.9%. RXN SMILES: I[C:2]1[C:3](=[O:17])[NH:4][C:5](=[O:16])[N:6]([CH:15]=1)[C@@H:7]1[O:14][C@H:11]([CH2:12][OH:13])[C@@H:9]([OH:10])[CH2:8]1.[CH:18]#[C:19][CH2:20][CH2:21][CH3:22].CO.C(=O)(O)[O-]>[Pd].C1(P(C2C=CC=CC=2)C2C=CC=CC=2)C=CC=CC=1.C1(P(C2C=CC=CC=2)C2C=CC=CC=2)C=CC=CC=1.C1(P(C2C=CC=CC=2)C2C=CC=CC=2)C=CC=CC=1.C1(P(C2C=CC=CC=2)C2C=CC=CC=2)C=CC=CC=1.[Cu]I.C(Cl)Cl>[C:18]([C:2]1[C:3](=[O:17])[NH:4][C:5](=[O:16])[N:6]([CH:15]=1)[C@@H:7]1[O:14][C@H:11]([CH2:12][OH:13])[C@@H:9]([OH:10])[CH2:8]1)#[C:19][CH2:20][CH2:21][CH3:22] |f:4.5.6.7.8|. Procedure details: This compound was prepared by the same procedure that Hobbs, F. W. J., J Org Chem (1989) 54:3420-3422, used for the preparation of other alkynyl substituted nucleosides. A mixture of 30.0 g (84.7 mmol) of 5-iodo-2'deoxyuridine (purchased from Sigma), 23.6 mL of 1-pentyne (Aldrich), 9.79 g of tetrakis (triphenylphosphine) palladium (0) (Aldrich), and 3.23 g of copper (I) iodide were stirred at room temperature for 26 h. To the reaction was added 250 mL of MeOH and 250 mL of CH2Cl2. The mixture wa... Starting materials: O.NN (hydrazine mono-hydrate), ClC=1N=NC=C(C1C1=CC=C(C=C1)Cl)C1=CC=C(C=C1)Cl (3-Chloro-4,5-bis(4-chlorophenyl)pyridazine), O (water). Solvent: N1=CC=CC=C1 (pyridine). Product: ClC1=CC=C(C=C1)C1=C(N=NC=C1C1=CC=C(C=C1)Cl)NN (1-(4,5-bis(4-chlorophenyl)pyridazin-3-yl)hydrazine). Isolated yield 96.0%. RXN SMILES: Cl[C:2]1[N:3]=[N:4][CH:5]=[C:6]([C:15]2[CH:20]=[CH:19][C:18]([Cl:21])=[CH:17][CH:16]=2)[C:7]=1[C:8]1[CH:13]=[CH:12][C:11]([Cl:14])=[CH:10][CH:9]=1.O.[NH2:23][NH2:24].O>N1C=CC=CC=1>[Cl:14][C:11]1[CH:12]=[CH:13][C:8]([C:7]2[C:6]([C:15]3[CH:20]=[CH:19][C:18]([Cl:21])=[CH:17][CH:16]=3)=[CH:5][N:4]=[N:3][C:2]=2[NH:23][NH2:24])=[CH:9][CH:10]=1 |f:1.2|. Procedure: 3-Chloro-4,5-bis(4-chlorophenyl)pyridazine (10.0 g, 30.0 mmol) was dissolved in pyridine (30 mL) and hydrazine mono-hydrate was added (4.5 g, 90.0 mmol). The reaction mixture was refluxed for 3 h and was then added to water (100 mL). The pale colored solid was collected by filtration and rinsed thoroughly with water. The product was dried in a vacuum oven to give the title compound, 1-(4,5-bis(4-chlorophenyl)pyridazin-3-yl)hydrazine (9.5 g, 96%). MS: M+H=331. 1H NMR (DMSO-d6, 500 MHz): δ 8.59(1H... Reactants: IC1=C(C(=O)O)C=CN=C1 (3-iodo-isonicotinic acid), C([O-])([O-])=O.[Na+].[Na+] (sodium carbonate), C1(=C(C=CC=C1)B(O)O)C (o-tolylboronic acid). Reagents/catalysts: C=1C=CC(=CC1)[P](C=2C=CC=CC2)(C=3C=CC=CC3)[Pd]([P](C=4C=CC=CC4)(C=5C=CC=CC5)C=6C=CC=CC6)([P](C=7C=CC=CC7)(C=8C=CC=CC8)C=9C=CC=CC9)[P](C=1C=CC=CC1)(C=1C=CC=CC1)C=1C=CC=CC1 (tetrakis(triphenylphosphine)palladium(0)). Solvent: C(OC)COC (dimethoxyethane), O (water). Conditions: temperature 80 celsius. Product: C1(=C(C=CC=C1)C1=C(C(=O)O)C=CN=C1)C (3-o-Tolyl-isonicotinic acid). Isolated yield 75.7%. Reaction SMILES: I[C:2]1[CH:10]=[N:9][CH:8]=[CH:7][C:3]=1[C:4]([OH:6])=[O:5].C(=O)([O-])[O-].[Na+].[Na+].[C:17]1([CH3:26])[CH:22]=[CH:21][CH:20]=[CH:19][C:18]=1B(O)O>C(COC)OC.O.C1C=CC([P]([Pd]([P](C2C=CC=CC=2)(C2C=CC=CC=2)C2C=CC=CC=2)([P](C2C=CC=CC=2)(C2C=CC=CC=2)C2C=CC=CC=2)[P](C2C=CC=CC=2)(C2C=CC=CC=2)C2C=CC=CC=2)(C2C=CC=CC=2)C2C=CC=CC=2)=CC=1>[C:17]1([CH3:26])[CH:22]=[CH:21][CH:20]=[CH:19][C:18]=1[C:2]1[CH:10]=[N:9][CH:8]=[CH:7][C:3]=1[C:4]([OH:6])=[O:5] |f:1.2.3,^1:37,39,58,77|. Procedure: To a suspension of 1.05 g (4.21 mmol) 3-iodo-isonicotinic acid in 15 ml dimethoxyethane were added successively 0.243 g tetrakis(triphenylphosphine)palladium(0), 4.2 ml 2 M sodium carbonate solution in water and 0.69 g (5.05 mmol) o-tolylboronic acid. The mixture was heated under argon at 80° C. for 18 h. After cooling to room temperature the phases were separated and the organic phase was washed twice with water (pH=9). The combined aqueous layers were than adjusted to pH=3 and extracted with f... Product: OC(CCC1CCN(Cc2ccccc2)CC1)c1ccc(N2CCCC2)cc1. The reactants are [Al+3], O=C(CCC1CCN(Cc2ccccc2)CC1)c1ccc(N2CCCC2)cc1, [H-], [H-], [H-], [H-], [Li+], C1CCOC1, O. RXN SMILES: [Al+3:2].[CH2:7]([c:8]1[cH:9][cH:10][cH:11][cH:12][cH:13]1)[N:14]1[CH2:15][CH2:16][CH:17]([CH2:20][CH2:21][C:22]([c:23]2[cH:24][cH:25][c:26]([N:29]3[CH2:30][CH2:31][CH2:32][CH2:33]3)[cH:27][cH:28]2)=[O:34])[CH2:18][CH2:19]1.[H-:1].[H-:4].[H-:5].[H-:6].[Li+:3].[O:36]1[CH2:37][CH2:38][CH2:39][CH2:40]1.[OH2:35]>>[CH2:7]([c:8]1[cH:9][cH:10][cH:11][cH:12][cH:13]1)[N:14]1[CH2:15][CH2:16][CH:17]([CH2:20][CH2:21][CH:22]([c:23]2[cH:24][cH:25][c:26]([N:29]3[CH2:30][CH2:31][CH2:32][CH2:33]3)[cH:27][cH:28]2)[OH:34])[CH2:18][CH2:19]1. Starting materials: C(C)(C)(C)C1=C(C(=CC=C1)C(C)(C)C)O (2,6-di-tert-butylphenol), CC(=CC(=O)Cl)C (3,3-dimethylacryloylchloride), Cl (HCl), O (H2O). The reagents and catalysts are Cl[Ti](Cl)(Cl)Cl (TiCl4). The solvent is C(Cl)Cl (CH2Cl2), C(Cl)Cl (CH2Cl2). Reaction conditions: temperature -10 celsius, time 10 minute. Product: ClC(CC(=O)C1=CC(=C(C(=C1)C(C)(C)C)O)C(C)(C)C)(C)C (3-chloro-1-(3, 5-di-tert-butyl-4-hydroxyphenyl )-3-methylbutan-1-one). RXN SMILES: [CH3:1][C:2]([CH3:7])=[CH:3][C:4](Cl)=[O:5].[C:8]([C:12]1[CH:17]=[CH:16][CH:15]=[C:14]([C:18]([CH3:21])([CH3:20])[CH3:19])[C:13]=1[OH:22])([CH3:11])([CH3:10])[CH3:9].O.[ClH:24]>C(Cl)Cl.Cl[Ti](Cl)(Cl)Cl>[Cl:24][C:2]([CH3:7])([CH3:1])[CH2:3][C:4]([C:16]1[CH:17]=[C:12]([C:8]([CH3:11])([CH3:10])[CH3:9])[C:13]([OH:22])=[C:14]([C:18]([CH3:21])([CH3:20])[CH3:19])[CH:15]=1)=[O:5]. Reported procedure: In a 12 L round bottom flask, equipped with internal thermometer, mechanical stirrer, addition funnel and septum inlet, is placed a solution of 3,3-dimethylacryloylchloride (146 g, 1.23 mol) in CH2Cl2 (1000 mL). The stirred solution is cooled in a CH2Cl2 -dry ice bath to -10° C., and then TiCl4 (1M in CH2Cl2, 1476 mL, 1.47 mol, 1.2 eq) is added via canula at a rate such that the reaction mixture does not warm above -5° C. The solution is stirred for 10 min after addition is complete, and then a ... Starting materials: C(C)OC(=O)C1=CC2=C(N=C(N2C)NC=2SC3=C(N2)C=CC(=C3)Cl)C=C1 (2-(6-chloro-benzothiazol-2-ylamino)-3-methyl-3H-benzoimidazole-5-carboxylic acid ethyl ester), [OH-].[Na+] (NaOH). The solvent is CO.C1CCOC1 (methanol THF). Yields the product ClC1=CC2=C(N=C(S2)NC=2N(C3=C(N2)C=CC(=C3)C(=O)O)C)C=C1 (2-(6-Chloro-benzothiazol-2-ylamino)-3-methyl-3H-benzoimidazole-5-carboxylic acid). Isolated yield 89.8%. As a reaction SMILES: C([O:3][C:4]([C:6]1[CH:26]=[CH:25][C:9]2[N:10]=[C:11]([NH:14][C:15]3[S:16][C:17]4[CH:23]=[C:22]([Cl:24])[CH:21]=[CH:20][C:18]=4[N:19]=3)[N:12]([CH3:13])[C:8]=2[CH:7]=1)=[O:5])C.[OH-].[Na+]>CO.C1COCC1>[Cl:24][C:22]1[CH:21]=[CH:20][C:18]2[N:19]=[C:15]([NH:14][C:11]3[N:12]([CH3:13])[C:8]4[CH:7]=[C:6]([C:4]([OH:5])=[O:3])[CH:26]=[CH:25][C:9]=4[N:10]=3)[S:16][C:17]=2[CH:23]=1 |f:1.2,3.4|. Procedure details: 2-(6-Chloro-benzothiazol-2-ylamino)-3-methyl-3H-benzoimidazole-5-carboxylic acid (1 g) was prepared by following General Procedure E starting from 2-(6-chloro-benzothiazol-2-ylamino)-3-methyl-3H-benzoimidazole-5-carboxylic acid ethyl ester (1.2 g) and 2 N NaOH (5 mL) in methanol:THF (1:1, 20 mL).